From a dataset of the Open Reaction Database (ORD), a public repository of structured organic reaction records. describe an organic reaction: reactants, conditions, products, and yield Reactants: BrB(Br)Br, COc1cnc(Cl)c2ccccc12. The product is Oc1cnc(Cl)c2ccccc12. As a reaction SMILES: [B:14]([Br:15])([Br:16])[Br:17].[Cl:1][c:2]1[n:3][cH:4][c:5]([O:12][CH3:13])[c:6]2[cH:7][cH:8][cH:9][cH:10][c:11]12>>[Cl:1][c:2]1[n:3][cH:4][c:5]([OH:12])[c:6]2[cH:7][cH:8][cH:9][cH:10][c:11]12.